From a dataset of the Open Reaction Database (ORD), a public repository of structured organic reaction records. describe an organic reaction: reactants, conditions, products, and yield The reactants are [Li]CCCC, C1CCOC1, COP(C)(=O)OC, CC(=O)O, CCCCCC, COC(=O)CC1CCCC1, O. The product is COP(=O)(CC(=O)CC1CCCC1)OC. RXN SMILES: [CH2:1]([Li:2])[CH2:3][CH2:4][CH3:5].[CH2:29]1[O:30][CH2:31][CH2:32][CH2:33]1.[CH3:12][P:13]([O:14][CH3:15])([O:16][CH3:17])=[O:18].[CH3:34][C:35](=[O:36])[OH:37].[CH3:6][CH2:7][CH2:8][CH2:9][CH2:10][CH3:11].[CH:19]1([CH2:24][C:25](=[O:26])[O:27][CH3:28])[CH2:20][CH2:21][CH2:22][CH2:23]1.[OH2:38]>>[CH2:12]([P:13]([O:14][CH3:15])([O:16][CH3:17])=[O:18])[C:25]([CH2:24][CH:19]1[CH2:20][CH2:21][CH2:22][CH2:23]1)=[O:26].